The task is: describe an organic reaction: reactants, conditions, products, and yield. This data is from the Open Reaction Database (ORD), a public repository of structured organic reaction records. Reported procedure: The title compound was synthesized following the same general protocol as described in Example 11 using 5-methyl-2-(1H-1,2,3-triazol-1-yl)benzoic acid and rac-cis-N-((3-methylpiperidin-2-yl)methyl)-5-(trifluoromethyl)pyridin-2-amine. ESI-MS (m/z): 459, [M+1]+. As a reaction SMILES: [CH3:1][C:2]1[CH:3]=[CH:4][C:5]([N:11]2[CH:15]=[CH:14][N:13]=[N:12]2)=[C:6]([CH:10]=1)[C:7]([OH:9])=O.[CH3:16][C@H:17]1[CH2:22][CH2:21][CH2:20][NH:19][C@H:18]1[CH2:23][NH:24][C:25]1[CH:30]=[CH:29][C:28]([C:31]([F:34])([F:33])[F:32])=[CH:27][N:26]=1>>[CH3:16][C@H:17]1[CH2:22][CH2:21][CH2:20][N:19]([C:7]([C:6]2[CH:10]=[C:2]([CH3:1])[CH:3]=[CH:4][C:5]=2[N:11]2[CH:15]=[CH:14][N:13]=[N:12]2)=[O:9])[C@H:18]1[CH2:23][NH:24][C:25]1[CH:30]=[CH:29][C:28]([C:31]([F:34])([F:32])[F:33])=[CH:27][N:26]=1. Starting materials: CC=1C=CC(=C(C(=O)O)C1)N1N=NC=C1 (5-methyl-2-(1H-1,2,3-triazol-1-yl)benzoic acid), C[C@@H]1[C@@H](NCCC1)CNC1=NC=C(C=C1)C(F)(F)F (rac-cis-N-((3-methylpiperidin-2-yl)methyl)-5-(trifluoromethyl)pyridin-2-amine). The product is C[C@@H]1[C@@H](N(CCC1)C(=O)C1=C(C=CC(=C1)C)N1N=NC=C1)CNC1=NC=C(C=C1)C(F)(F)F (rac-cis-(3-Methyl-2-(((5-(trifluoromethyl)pyridin-2-yl)amino)methyl)piperidin-1-yl)(5-methyl-2-(1H-1,2,3-triazol-1-yl)phenyl)methanone). The reactants are Cl (HCl), solution, [OH-].[Na+] (NaOH), COC(=O)C1=NSC2=NC3=C(N21)C=CC=C3 (3-(methoxycarbonyl)-1,2,4-thiadiazolo[4,5-a]benzimidazole). Run in O1CCOCC1 (dioxane). The product is C(=O)(O)C1=NSC2=NC3=C(N21)C=CC=C3 (3-carboxy-1,2,4-thiadiazolo[4,5-a]benzimidazole). Isolated yield 78.5%. RXN SMILES: [OH-].[Na+].C[O:4][C:5]([C:7]1[N:14]2[C:10](=[N:11][C:12]3[CH:18]=[CH:17][CH:16]=[CH:15][C:13]=32)[S:9][N:8]=1)=[O:6].Cl>O1CCOCC1>[C:5]([C:7]1[N:14]2[C:10](=[N:11][C:12]3[CH:18]=[CH:17][CH:16]=[CH:15][C:13]=32)[S:9][N:8]=1)([OH:6])=[O:4] |f:0.1|. Reported procedure: To a 6 mL solution of 1N NaOH, 3-(methoxycarbonyl)-1,2,4-thiadiazolo[4,5-a]benzimidazole (1.0 g, 4.3 mmole) in 6 mL of dioxane, was added. The reaction mixture was stirred at room temperature until completion. The resulting mixture was then acidified with 3N HCl to pH ~2.0, and stirred at room temperature for an additional 0.5 h. The solid was filtered, washed with water, and dried under vacuum at 60° C. for 24 h to yield 0.74 g (78%) of the title compound as a colourless solid: mp 184-185° C. (... The reactants are O (water), BrC=1C(=C(C=O)C=C(C1)[N+](=O)[O-])F (3-bromo-2-fluoro-5-nitro-benzaldehyde), C([O-])([O-])=O.[K+].[K+] (potassium carbonate), CC(C)(C)S (2-methyl-2-propanethiol). Run in CN(C)C=O (DMF). Reaction conditions: temperature 110 celsius. Yields the product BrC=1C(=C(C=O)C=C(C1)[N+](=O)[O-])SC(C)(C)C (3-bromo-2-tert-butylsulfanyl-5-nitro-benzaldehyde). Isolated yield 104.8%. RXN SMILES: [Br:1][C:2]1[C:3](F)=[C:4]([CH:7]=[C:8]([N+:10]([O-:12])=[O:11])[CH:9]=1)[CH:5]=[O:6].C(=O)([O-])[O-].[K+].[K+].[CH3:20][C:21]([SH:24])([CH3:23])[CH3:22].O>CN(C=O)C>[Br:1][C:2]1[C:3]([S:24][C:21]([CH3:23])([CH3:22])[CH3:20])=[C:4]([CH:7]=[C:8]([N+:10]([O-:12])=[O:11])[CH:9]=1)[CH:5]=[O:6] |f:1.2.3|. Procedure details: A mixture of 3-bromo-2-fluoro-5-nitro-benzaldehyde (1.0 g, 4 mmol), potassium carbonate (667 mg, 4.8 mmol) and 2-methyl-2-propanethiol (326 mg, 0.40 mL, 3.6 mmol) in dry DMF (5 mL) was heated at 110° C. in a sealed tube for 16 h. The reaction was cooled to RT, water was added, and the mixture extracted with dichloromethane (2×30 mL). The combined organic fractions were washed with water (3×15 mL), dried over sodium sulfate, filtered and concentrated to afford 1.2 g of the crude title compound, w... Solvent: C(C)#N (acetonitrile). Product: C(#N)C1=CC=C(CN2C=NC=C2CN2CCC(CC2)(C#N)CC2=CC(=CC=C2)C)C=C1 (1-[3-(4-Cyanobenzyl)-3H-imidazol-4-ylmethyl]-4-(3-methylbenzyl)piperidine-4-carbonitrile). Procedure: A solution of 4-(3-methylbenzyl)piperidine-4-carbonitrile hydrochloride salt (129 mg, 0.51 mmol), 1-(4-cyanobenzyl)-5-chloromethylimidazole hydrochloride salt (135 mg, 0.51 mmol; Example 52, Step D), and diisopropylethylamine (440 mL, 2.5 mmol) in anhydrous acetonitrile (5 mL) was heated under reflux overnight. The resultant mixture was concentrated under vacuum. The residue was subjected to column chromatography on silica gel eluting with a 85:15 v/v mixture of chloroform saturated with ammonia... The reactants are Cl.CC=1C=C(CC2(CCNCC2)C#N)C=CC1 (4-(3-methylbenzyl)piperidine-4-carbonitrile hydrochloride salt), Cl.C(#N)C1=CC=C(CN2C=NC=C2CCl)C=C1 (1-(4-cyanobenzyl)-5-chloromethylimidazole hydrochloride salt), C(C)(C)N(CC)C(C)C (diisopropylethylamine). RXN SMILES: Cl.[CH3:2][C:3]1[CH:4]=[C:5]([CH:15]=[CH:16][CH:17]=1)[CH2:6][C:7]1([C:13]#[N:14])[CH2:12][CH2:11][NH:10][CH2:9][CH2:8]1.Cl.[C:19]([C:21]1[CH:34]=[CH:33][C:24]([CH2:25][N:26]2[C:30]([CH2:31]Cl)=[CH:29][N:28]=[CH:27]2)=[CH:23][CH:22]=1)#[N:20].C(N(C(C)C)CC)(C)C>C(#N)C>[C:19]([C:21]1[CH:22]=[CH:23][C:24]([CH2:25][N:26]2[C:30]([CH2:31][N:10]3[CH2:11][CH2:12][C:7]([CH2:6][C:5]4[CH:15]=[CH:16][CH:17]=[C:3]([CH3:2])[CH:4]=4)([C:13]#[N:14])[CH2:8][CH2:9]3)=[CH:29][N:28]=[CH:27]2)=[CH:33][CH:34]=1)#[N:20] |f:0.1,2.3|. Reactants: Oc1cccc(Br)c1, CCOC(=O)CBr, O=C([O-])[O-], CN(C)C=O, [K+], [K+]. Product: CCOC(=O)COc1cccc(Br)c1. RXN SMILES: [Br:1][c:2]1[cH:3][c:4]([OH:8])[cH:5][cH:6][cH:7]1.[Br:9][CH2:10][C:11](=[O:12])[O:13][CH2:14][CH3:15].[C:16](=[O:17])([O-:18])[O-:19].[CH3:22][N:23]([CH3:24])[CH:25]=[O:26].[K+:20].[K+:21]>>[Br:1][c:2]1[cH:3][c:4]([O:8][CH2:10][C:11](=[O:12])[O:13][CH2:14][CH3:15])[cH:5][cH:6][cH:7]1. Reaction SMILES: Br[C:2]1[CH:15]=[CH:14][C:5]([O:6][Si:7]([C:10]([CH3:13])([CH3:12])[CH3:11])([CH3:9])[CH3:8])=[C:4]([O:16][CH3:17])[CH:3]=1.C([Li])CCC.[CH3:23][O:24][C:25]1[CH:26]=[C:27]([CH:30]=[C:31]([O:33][CH3:34])[CH:32]=1)[CH:28]=[O:29].COC1C=C(C(C2C=CC=C(OC)C=2)=CC#N)C=C(OC)C=1>>[C:10]([Si:7]([CH3:9])([CH3:8])[O:6][C:5]1[CH:14]=[CH:15][C:2]([CH:28]([C:27]2[CH:30]=[C:31]([O:33][CH3:34])[CH:32]=[C:25]([O:24][CH3:23])[CH:26]=2)[OH:29])=[CH:3][C:4]=1[O:16][CH3:17])([CH3:13])([CH3:12])[CH3:11]. Procedure: (4-bromo-2-methoxyphenoxy)-tert-butyldimethylsilane (4.37 g, 13.77 mmol), n-butyl lithium (5.51 ml, 13.77 mmol), and 3,5-dimethoxybenzaldehyde (2.08 g, 12.52 mmol) were treated in the same manner as described above for the synthesis of 3-(3,5-dimethoxy-phenyl)-3-(3-methoxy-phenyl)-acrylonitrile. The crude was purified via flash column chromatography (5% EtOAc in hexane gradient to 20% EtOAc in hexane in about 40 min.) to give [4-(tert-butyl-dimethyl-silanyloxy)-3-methoxy-phenyl]-(3,5-dimethoxy-p... The yield is 78.0%. Reactants: BrC1=CC(=C(O[Si](C)(C)C(C)(C)C)C=C1)OC ((4-bromo-2-methoxyphenoxy)-tert-butyldimethylsilane), C(CCC)[Li] (n-butyl lithium), COC=1C=C(C=O)C=C(C1)OC (3,5-dimethoxybenzaldehyde), COC=1C=C(C=C(C1)OC)C(=CC#N)C1=CC(=CC=C1)OC (3-(3,5-dimethoxy-phenyl)-3-(3-methoxy-phenyl)-acrylonitrile). The product is C(C)(C)(C)[Si](OC1=C(C=C(C=C1)C(O)C1=CC(=CC(=C1)OC)OC)OC)(C)C ([4-(tert-butyl-dimethyl-silanyloxy)-3-methoxy-phenyl]-(3,5-dimethoxy-phenyl)-methanol), oil. The reactants are C1CCOC1, CCOCC, O=C(O)c1cc(F)c(Cl)nc1Cl, FC(F)(F)I, [Li]C, O. Yields the product O=C(O)c1c(Cl)nc(Cl)c(F)c1I. Reaction SMILES: [CH2:21]1[O:22][CH2:23][CH2:24][CH2:25]1.[CH3:26][CH2:27][O:28][CH2:29][CH3:30].[Cl:1][c:2]1[c:3]([C:4](=[O:5])[OH:6])[cH:7][c:8]([F:12])[c:9]([Cl:11])[n:10]1.[F:15][C:16]([F:17])([F:18])[I:19].[Li:13][CH3:14].[OH2:20]>>[Cl:1][c:2]1[c:3]([C:4](=[O:5])[OH:6])[c:7]([I:19])[c:8]([F:12])[c:9]([Cl:11])[n:10]1.